describe an organic reaction: reactants, conditions, products, and yield From a dataset of the Open Reaction Database (ORD), a public repository of structured organic reaction records. Starting materials: COC(=O)CNc1ccc(C(C)C)cc1, Cc1ccccc1, COC(=O)c1cccc(N=C=O)c1. The product is COC(=O)c1cccc(N2C(=O)CN(c3ccc(C(C)C)cc3)C2=O)c1. As a reaction SMILES: [CH3:1][O:2][C:3]([CH2:4][NH:5][c:6]1[cH:7][cH:8][c:9]([CH:12]([CH3:13])[CH3:14])[cH:10][cH:11]1)=[O:15].[CH3:29][c:30]1[cH:31][cH:32][cH:33][cH:34][cH:35]1.[N:16](=[C:17]=[O:18])[c:19]1[cH:20][c:21]([C:22](=[O:23])[O:24][CH3:25])[cH:26][cH:27][cH:28]1>>[C:3]1(=[O:15])[CH2:4][N:5]([c:6]2[cH:7][cH:8][c:9]([CH:12]([CH3:13])[CH3:14])[cH:10][cH:11]2)[C:17](=[O:18])[N:16]1[c:19]1[cH:20][c:21]([C:22](=[O:23])[O:24][CH3:25])[cH:26][cH:27][cH:28]1.